Dataset: the Open Reaction Database (ORD), a public repository of structured organic reaction records. Task: describe an organic reaction: reactants, conditions, products, and yield The product is COc1ccc(F)c(-c2cc(F)c(CCl)cc2C2=CCCC2(C)C)c1. Starting materials: COc1ccc(F)c(-c2cc(F)c(CO)cc2C2=CCCC2(C)C)c1, ClCCl, CN(C)C=O, O=S(Cl)Cl. RXN SMILES: [CH3:1][C:2]1([CH3:25])[CH2:3][CH2:4][CH:5]=[C:6]1[c:7]1[c:8](-[c:16]2[c:17]([F:24])[cH:18][cH:19][c:20]([O:22][CH3:23])[cH:21]2)[cH:9][c:10]([F:15])[c:11]([CH2:13][OH:14])[cH:12]1.[Cl:30][CH2:31][Cl:32].[O:33]=[CH:34][N:35]([CH3:36])[CH3:37].[S:26]([Cl:27])([Cl:28])=[O:29]>>[CH3:1][C:2]1([CH3:25])[CH2:3][CH2:4][CH:5]=[C:6]1[c:7]1[c:8](-[c:16]2[c:17]([F:24])[cH:18][cH:19][c:20]([O:22][CH3:23])[cH:21]2)[cH:9][c:10]([F:15])[c:11]([CH2:13][Cl:28])[cH:12]1. Reactants: β-lactam, NC(C(=O)NC1[C@@H]2N(C(C(S2)(C)C)C2=NN=NN2)C1=O)C1=CC=C(C=C1)O (6-(2-amino-2-[p-hydroxyphenyl]acetamido)-2,2-dimethyl-3-(5-tetrazolyl)penam), C(C)OC(=O)C=C(C)NCC(=O)[O-].[Na+] (sodium N-(2-ethoxycarbonyl-1-methylvinyl)-2-aminoacetate), [K+].[Br-] (KBr). Yields the product NCC(=O)NC(C(=O)NC1[C@@H]2N(C(C(S2)(C)C)C2=NN=NN2)C1=O)C1=CC=C(C=C1)O (6-[2-[2-Aminoacetamido]-2-[p-hydroxyphenyl]acetamido)-2,2-dimethyl-3-(5-tetrazolyl)penam). Isolated yield 45.0%. RXN SMILES: [NH2:1][CH:2]([C:21]1[CH:26]=[CH:25][C:24]([OH:27])=[CH:23][CH:22]=1)[C:3]([NH:5][CH:6]1[C:19](=[O:20])[N:8]2[CH:9]([C:14]3[NH:18][N:17]=[N:16][N:15]=3)[C:10]([CH3:13])([CH3:12])[S:11][C@H:7]12)=[O:4].C(OC(C=C([NH:36][CH2:37][C:38]([O-])=[O:39])C)=O)C.[Na+].[K+].[Br-]>>[NH2:36][CH2:37][C:38]([NH:1][CH:2]([C:21]1[CH:22]=[CH:23][C:24]([OH:27])=[CH:25][CH:26]=1)[C:3]([NH:5][CH:6]1[C:19](=[O:20])[N:8]2[CH:9]([C:14]3[NH:18][N:17]=[N:16][N:15]=3)[C:10]([CH3:12])([CH3:13])[S:11][C@H:7]12)=[O:4])=[O:39] |f:1.2,3.4|. Procedure details: The title compound is prepared in 45% yield from 6-(2-amino-2-[p-hydroxyphenyl]acetamido)-2,2-dimethyl-3-(5-tetrazolyl)penam and sodium N-(2-ethoxycarbonyl-1-methylvinyl)-2-aminoacetate, using the procedure of Example XC. The product has m.p. 173°-188° C. (dec.) IR (KBr disc): 1785 cm-1 (β-lactam). NMR (DMSO-d6): 7.55-7.10 ppm (m, 2H), 7.00-6.00 ppm (m, 2H), 5.75-5.40 ppm (m, 3H), 5.10 ppm (s, 1H), 3.65 ppm (m, 2H), 1.55 ppm (s, 3H), 0.95 ppm (s, 3H). The reactants are OC1=C(C=C(C2=CC=CC=C12)NS(=O)(=O)C=1SC=CC1)SC1=NN=NN1C (N-(4-hydroxy-3-(1-methyl-1H-tetrazol-5-ylthio)naphthalen-1-yl)thiophene-2-sulfonamide), OCCSC1=CC(C2=CC=CC=C2C1=O)=NS(=O)(=O)C=1SC=CC1 (N-(3-(2-hydroxyethylthio)-4-oxonaphthalen-1(4H)-ylidene)thiophene-2-sulfonamide). Yields the product OC1=C(C=C(C2=CC=CC=C12)NS(=O)(=O)C=1SC=CC1)SCCO (N-(4-hydroxy-3-(2-hydroxyethylthio)naphthalen-1-yl)thiophene-2-sulfonamide), OC1=C(C=C(C2=CC=CC=C12)NS(=O)(=O)C=1SC=CC1)SC1=NN=NN1C (N-(4-hydroxy-3-(1-methyl-1H-tetrazol-5-ylthio)naphthalen-1-yl)thiophene-2-sulfonamide). The yield is 53.1%. Reaction SMILES: [OH:1][C:2]1[C:11]2[C:6](=[CH:7][CH:8]=[CH:9][CH:10]=2)[C:5]([NH:12][S:13]([C:16]2[S:17][CH:18]=[CH:19][CH:20]=2)(=[O:15])=[O:14])=[CH:4][C:3]=1[S:21][C:22]1[N:26]([CH3:27])[N:25]=[N:24][N:23]=1.[OH:28][CH2:29][CH2:30][S:31][C:32]1[C:41](=[O:42])[C:40]2[C:35](=[CH:36][CH:37]=[CH:38][CH:39]=2)[C:34](=[N:43][S:44]([C:47]2[S:48][CH:49]=[CH:50][CH:51]=2)(=[O:46])=[O:45])[CH:33]=1>>[OH:42][C:41]1[C:40]2[C:35](=[CH:36][CH:37]=[CH:38][CH:39]=2)[C:34]([NH:43][S:44]([C:47]2[S:48][CH:49]=[CH:50][CH:51]=2)(=[O:46])=[O:45])=[CH:33][C:32]=1[S:31][CH2:30][CH2:29][OH:28].[OH:1][C:2]1[C:11]2[C:6](=[CH:7][CH:8]=[CH:9][CH:10]=2)[C:5]([NH:12][S:13]([C:16]2[S:17][CH:18]=[CH:19][CH:20]=2)(=[O:15])=[O:14])=[CH:4][C:3]=1[S:21][C:22]1[N:26]([CH3:27])[N:25]=[N:24][N:23]=1. Procedure details: N-(4-hydroxy-3-(2-hydroxyethylthio)naphthalen-1-yl)thiophene-2-sulfonamide (14k) was prepared according to the procedure for 14d except using N-(3-(2-hydroxyethylthio)-4-oxonaphthalen-1(4H)-ylidene)thiophene-2-sulfonamide (13k), which, after purification via flash chromatography (Hex/EtOAc), afforded the title compound 20.3 mg (53.1%) as a grey solid, m.p.: ° C.